This data is from the Open Reaction Database (ORD), a public repository of structured organic reaction records. The task is: describe an organic reaction: reactants, conditions, products, and yield The reactants are CC(C)(C)OC(=O)N1CCC(c2ccc(OCCCOCC(F)(F)F)cc2)C(OCc2ccc3c(c2)N(CCCO)CCC3)C1, CS(=O)(=O)Cl. Yields the product CC(C)(C)OC(=O)N1CCC(c2ccc(OCCCOCC(F)(F)F)cc2)C(OCc2ccc3c(c2)N(CCCOS(C)(=O)=O)CCC3)C1. RXN SMILES: [C:1]([CH3:2])([CH3:3])([CH3:4])[O:5][C:6](=[O:7])[N:8]1[CH2:9][CH:10]([O:30][CH2:31][c:32]2[cH:33][cH:34][c:35]3[c:40]([cH:41]2)[N:39]([CH2:42][CH2:43][CH2:44][OH:45])[CH2:38][CH2:37][CH2:36]3)[CH:11]([c:14]2[cH:15][cH:16][c:17]([O:20][CH2:21][CH2:22][CH2:23][O:24][CH2:25][C:26]([F:27])([F:28])[F:29])[cH:18][cH:19]2)[CH2:12][CH2:13]1.[CH3:46][S:47]([Cl:48])(=[O:49])=[O:50]>>[C:1]([CH3:2])([CH3:3])([CH3:4])[O:5][C:6](=[O:7])[N:8]1[CH2:9][CH:10]([O:30][CH2:31][c:32]2[cH:33][cH:34][c:35]3[c:40]([cH:41]2)[N:39]([CH2:42][CH2:43][CH2:44][O:45][S:47]([CH3:46])(=[O:49])=[O:50])[CH2:38][CH2:37][CH2:36]3)[CH:11]([c:14]2[cH:15][cH:16][c:17]([O:20][CH2:21][CH2:22][CH2:23][O:24][CH2:25][C:26]([F:27])([F:28])[F:29])[cH:18][cH:19]2)[CH2:12][CH2:13]1.